This data is from the Open Reaction Database (ORD), a public repository of structured organic reaction records. The task is: describe an organic reaction: reactants, conditions, products, and yield Starting materials: C(C#CC)OC1=CC=C(C=C1)S(=O)(=O)C1(CN(CCC1)CC)C(=O)OCC (ethyl 3-{[4-(2-butynyloxy)phenyl]sulfonyl}-1-ethyl-3-piperidinecarboxylate), CO (Methanol), [OH-].[Na+] (NaOH). The solvent is C1CCOC1 (THF). Yields the product C(C#CC)OC1=CC=C(C=C1)S(=O)(=O)C1(CN(CCC1)CC)C(=O)O.C(C#CC)OC1=CC=C(C=C1)S(=O)(=O)C1(CN(CCC1)CC)C(=O)O (3-{[4-(2-butynyloxy)phenyl]sulfonyl}-1-ethyl-3-piperidinecarboxylic acid 3-{[4-(2-butynyloxy)phenyl]sulfonyl}-1-ethyl-3-piperidinecarboxylic acid). RXN SMILES: [CH2:1]([O:5][C:6]1[CH:11]=[CH:10][C:9]([S:12]([C:15]2([C:23]([O:25]CC)=[O:24])[CH2:20][CH2:19][CH2:18][N:17]([CH2:21][CH3:22])[CH2:16]2)(=[O:14])=[O:13])=[CH:8][CH:7]=1)[C:2]#[C:3][CH3:4].CO.[OH-].[Na+]>C1COCC1>[CH2:1]([O:5][C:6]1[CH:11]=[CH:10][C:9]([S:12]([C:15]2([C:23]([OH:25])=[O:24])[CH2:20][CH2:19][CH2:18][N:17]([CH2:21][CH3:22])[CH2:16]2)(=[O:13])=[O:14])=[CH:8][CH:7]=1)[C:2]#[C:3][CH3:4].[CH2:1]([O:5][C:6]1[CH:11]=[CH:10][C:9]([S:12]([C:15]2([C:23]([OH:25])=[O:24])[CH2:20][CH2:19][CH2:18][N:17]([CH2:21][CH3:22])[CH2:16]2)(=[O:13])=[O:14])=[CH:8][CH:7]=1)[C:2]#[C:3][CH3:4] |f:2.3,5.6|. Procedure details: 3-{[4-(2-butynyloxy)phenyl]sulfonyl}-1-ethyl-3-piperidinecarboxylic acid 3-{[4-(2-butynyloxy)phenyl]sulfonyl}-1-ethyl-3-piperidinecarboxylic acid was prepared starting from ethyl 3-{[4-(2-butynyloxy)phenyl]sulfonyl}-1-ethyl-3-piperidinecarboxylate (3.2 g, 8.0 mmol) dissolved in THF:Methanol (15:25 ml) and NaOH (15 ml). The resulting reaction misture was worked up as outlined in example 1 (step 7). Yield 2.11 g (71%), white solid: mp 159.2° C.; MS (ES): m/z 366.3 (M+H)+